Dataset: the Open Reaction Database (ORD), a public repository of structured organic reaction records. Task: describe an organic reaction: reactants, conditions, products, and yield Reactants: C(C)(=O)O (acetic acid), COC(=O)N1C(=CC2=C(C(=CC=C12)Cl)[N+](=O)[O-])C (5-Chloro-2-methyl-4-nitro-indole-1-carboxylic acid methyl ester), OS(=O)(=O)O (H2SO4). Reagents/catalysts: [Fe] (Iron). Run in C(C)O (ethanol). Run at temperature 85 celsius, time 30 minute. Yields the product COC(=O)N1C(=CC2=C(C(=CC=C12)Cl)N)C (4-Amino-5-chloro-2-methyl-indole-1-carboxylic acid methyl ester). Reaction SMILES: [CH3:1][O:2][C:3]([N:5]1[C:13]2[C:8](=[C:9]([N+:15]([O-])=O)[C:10]([Cl:14])=[CH:11][CH:12]=2)[CH:7]=[C:6]1[CH3:18])=[O:4].C(O)(=O)C.OS(O)(=O)=O>C(O)C.[Fe]>[CH3:1][O:2][C:3]([N:5]1[C:13]2[C:8](=[C:9]([NH2:15])[C:10]([Cl:14])=[CH:11][CH:12]=2)[CH:7]=[C:6]1[CH3:18])=[O:4]. Procedure details: 5-Chloro-2-methyl-4-nitro-indole-1-carboxylic acid methyl ester (2.1 g, 7.81 mmol) is dissolved in ethanol (40 ml) and glacial acetic acid (40 ml). Iron powder (1.74 g, 31.26 mmol, activated previously with H2SO4 conc and then washed with water) is added, and the reaction mixture is heated to 85° C. for 90 minutes. The reaction mixture is poured into water and stirred at RT for 30 minutes, after which a slightly brownish colored precipitate forms which is filtered off. After washing with water a... Conditions: time 30 minute. Procedure: 460 μl of a 30% solution of sodium methoxide in methanol were added to a solution of 665 μl of tetradecanethiol in a 5 ml methanol/2 ml THF mixture, under an inert atmosphere. The mixture was maintained under stirring for 30 min and then 0.47 g of methyl 7-chloro-3-thia-5-heptynoate in 5 ml of methanol was added, under an inert atmosphere. The mixture was maintained under stirring for 8 hours at room temperature and then the reaction medium was poured over 100 ml of acid water (98 ml of water+2 ... Starting materials: solution, C[O-].[Na+] (sodium methoxide), C(CCCCCCCCCCCCC)S (tetradecanethiol), ClCC#CCSCC(=O)OC (methyl 7-chloro-3-thia-5-heptynoate), O (water). Reaction SMILES: C[O-].[Na+].[CH2:4]([SH:18])[CH2:5][CH2:6][CH2:7][CH2:8][CH2:9][CH2:10][CH2:11][CH2:12][CH2:13][CH2:14][CH2:15][CH2:16][CH3:17].Cl[CH2:20][C:21]#[C:22][CH2:23][S:24][CH2:25][C:26]([O:28][CH3:29])=[O:27].O>CO>[C:26]([O:28][CH3:29])(=[O:27])[CH2:25][S:24][CH2:23][C:22]#[C:21][CH2:20][S:18][CH2:4][CH2:5][CH2:6][CH2:7][CH2:8][CH2:9][CH2:10][CH2:11][CH2:12][CH2:13][CH2:14][CH2:15][CH2:16][CH3:17] |f:0.1|. Run in CO (methanol), CO (methanol), CO (methanol). The product is C(CSCC#CCSCCCCCCCCCCCCCC)(=O)OC (methyl 3,8-dithia-5-docosynoate).